This data is from the Open Reaction Database (ORD), a public repository of structured organic reaction records. The task is: describe an organic reaction: reactants, conditions, products, and yield Reactants: N#CC1(c2cccc(C(=O)O)c2)CCC1, CN(C)C=O, CN1CCCC1=O, O=C(Cl)C(=O)Cl, Cc1ccc(N)cc1Oc1ccc2nc(NC(=O)C3CC3)cn2n1, C1CCOC1. The product is Cc1ccc(NC(=O)c2cccc(C3(C#N)CCC3)c2)cc1Oc1ccc2nc(NC(=O)C3CC3)cn2n1. As a reaction SMILES: [C:1](#[N:2])[C:3]1([c:7]2[cH:8][c:9]([C:10](=[O:11])[OH:12])[cH:13][cH:14][cH:15]2)[CH2:4][CH2:5][CH2:6]1.[CH3:22][N:23]([CH3:24])[CH:25]=[O:26].[CH3:51][N:52]1[CH2:53][CH2:54][CH2:55][C:56]1=[O:57].[Cl:16][C:17]([C:18]([Cl:19])=[O:20])=[O:21].[NH2:27][c:28]1[cH:29][cH:30][c:31]([CH3:50])[c:32]([O:33][c:34]2[cH:35][cH:36][c:37]3[n:38]([n:39]2)[cH:40][c:41]([NH:43][C:44](=[O:45])[CH:46]2[CH2:47][CH2:48]2)[n:42]3)[cH:49]1.[O:58]1[CH2:59][CH2:60][CH2:61][CH2:62]1>>[C:1](#[N:2])[C:3]1([c:7]2[cH:8][c:9]([C:10](=[O:12])[NH:27][c:28]3[cH:29][cH:30][c:31]([CH3:50])[c:32]([O:33][c:34]4[cH:35][cH:36][c:37]5[n:38]([n:39]4)[cH:40][c:41]([NH:43][C:44](=[O:45])[CH:46]4[CH2:47][CH2:48]4)[n:42]5)[cH:49]3)[cH:13][cH:14][cH:15]2)[CH2:4][CH2:5][CH2:6]1.